Dataset: the Open Reaction Database (ORD), a public repository of structured organic reaction records. Task: describe an organic reaction: reactants, conditions, products, and yield Starting materials: [Si](C)(C)(C(C)(C)C)OC1=CC=C2[C@@]3(C[C@@H]([C@](C[C@H]3CCC2=C1)(O)C=1C=NC=CC1)O)CC ((2R,3S,4aR,10aR)-7-(tert-butyl-dimethylsilanyloxy)-4a-ethyl-2-(pyridin-3-yl)-1,2,3,4,4a,9,10,10a-octahydrophenanthrene-2,3-diol), C(C)(=O)O (acetic acid), solution, [F-].C(CCC)[N+](CCCC)(CCCC)CCCC (tetrabutylammonium fluoride). Solvent: O1CCCC1 (tetrahydrofuran), O1CCCC1 (tetrahydrofuran). Conditions: time 8 hour. Yields the product C(C)[C@]12C[C@@H]([C@](C[C@H]2CCC2=CC(=CC=C12)O)(O)C=1C=NC=CC1)O ((2R,3S,4aR,10aR)-4a-Ethyl-2-(pyridin-3-yl)-1,2,3,4,4a,9,10,10a-octahydrophenanthrene-2,3,7-triol), solid. Isolated yield 43.0%. RXN SMILES: [Si]([O:8][C:9]1[CH:22]=[C:21]2[C:12]([C@@:13]3([CH2:31][CH3:32])[C@H:18]([CH2:19][CH2:20]2)[CH2:17][C@:16]([C:24]2[CH:25]=[N:26][CH:27]=[CH:28][CH:29]=2)([OH:23])[C@@H:15]([OH:30])[CH2:14]3)=[CH:11][CH:10]=1)(C(C)(C)C)(C)C.C(O)(=O)C.[F-].C([N+](CCCC)(CCCC)CCCC)CCC>O1CCCC1>[CH2:31]([C@:13]12[C:12]3[C:21](=[CH:22][C:9]([OH:8])=[CH:10][CH:11]=3)[CH2:20][CH2:19][C@@H:18]1[CH2:17][C@:16]([C:24]1[CH:25]=[N:26][CH:27]=[CH:28][CH:29]=1)([OH:23])[C@@H:15]([OH:30])[CH2:14]2)[CH3:32] |f:2.3|. Procedure: To a solution of (2R,3S,4aR,10aR)-7-(tert-butyl-dimethylsilanyloxy)-4a-ethyl-2-(pyridin-3-yl)-1,2,3,4,4a,9,10,10a-octahydrophenanthrene-2,3-diol (13 mg, 0.03 mmol) and acetic acid (0.05 mL, 0.87 mmol) in tetrahydrofuran (2 mL) was added a 1.0 M solution of tetrabutylammonium fluoride in tetrahydrofuran (0.13 mL, 0.13 mmol). The mixture was stirred overnight at room temperature and the concentrated under vacuum. The residue was taken up in ethyl acetate and filtered through a plug of silica gel. ...